From a dataset of the Open Reaction Database (ORD), a public repository of structured organic reaction records. describe an organic reaction: reactants, conditions, products, and yield The reactants are COC(=O)C1CN(C1)CC1=CC=CC=C1 (N-benzylazetidine-3-carboxylic acid methyl ester). Run in O (water). Yields the product desired product, C(C1=CC=CC=C1)N1CC(C1)C(=O)O (N-benzylazetidine-3-carboxylic acid). As a reaction SMILES: C[O:2][C:3]([CH:5]1[CH2:8][N:7]([CH2:9][C:10]2[CH:15]=[CH:14][CH:13]=[CH:12][CH:11]=2)[CH2:6]1)=[O:4]>O>[CH2:9]([N:7]1[CH2:6][CH:5]([C:3]([OH:4])=[O:2])[CH2:8]1)[C:10]1[CH:11]=[CH:12][CH:13]=[CH:14][CH:15]=1. Procedure details: The N-benzylazetidine-3-carboxylic acid methyl ester product is then hydrolyzed by treatment with hot, preferably boiling, water. The completion of hydrolysis is usually marked by the transformation of the initial oily, two-phase system into a homogeneous system, and normally requires about one hour. The water may be removed from the final mixture by evaporation, and the desired product, N-benzylazetidine-3-carboxylic acid, is readily isolated as a solid. Alternatively, if it is desired to proce... Reactants: FC1=NC=CC(=C1)CN[C@]12[C@@H]([C@H]3CC[C@@H]4[C@]5(CC=C(C([C@@H]5CC[C@]4([C@@]3(CC1)C)C)(C)C)C1=CC=C(C(=O)OC)C=C1)C)[C@@H](CC2)C(=C)C (methyl 4-((1R,3aS,5aR,5bR,7aR,11aS,11bR,13aR,13bR)-3a-((2-fluoropyridin-4-yl)methylamino)-5a,5b,8,8,11a-pentamethyl-1-(prop-1-en-2-yl)-2,3,3a,4,5,5a,5b,6,7,7a,8,11,11a,11b,12,13,13a,13b-octadecahydro-1H-cyclopenta[a]chrysen-9-yl)benzoate), C(=O)(C(F)(F)F)O (TFA), aqueous solution, O[Li].O (LiOH.H2O). Solvent: C1CCOC1 (THF). Run at temperature 75 celsius, time 4 hour. Product: FC1=NC=CC(=C1)CN[C@]12[C@@H]([C@H]3CC[C@@H]4[C@]5(CC=C(C([C@@H]5CC[C@]4([C@@]3(CC1)C)C)(C)C)C1=CC=C(C(=O)O)C=C1)C)[C@@H](CC2)C(=C)C (4-((1R,3aS,5aR,5bR,7aR,11aS,11bR,13aR,13bR)-3a-((2-fluoropyridin-4-yl)methylamino)-5a,5b,8,8,11a-pentamethyl-1-(prop-1-en-2-yl)-2,3,3a,4,5,5a,5b,6,7,7a,8,11,11a,11b,12,13,13a,13b-octadecahydro-1H-cyclopenta[a]chrysen-9-yl)benzoic acid), C(=O)(C(F)(F)F)O (TFA). Yield: 36.1%. RXN SMILES: [F:1][C:2]1[CH:7]=[C:6]([CH2:8][NH:9][C@:10]23[CH2:45][CH2:44][C@@H:43]([C:46]([CH3:48])=[CH2:47])[C@@H:11]2[C@@H:12]2[C@@:25]([CH3:28])([CH2:26][CH2:27]3)[C@@:24]3([CH3:29])[C@@H:15]([C@:16]4([CH3:42])[C@@H:21]([CH2:22][CH2:23]3)[C:20]([CH3:31])([CH3:30])[C:19]([C:32]3[CH:41]=[CH:40][C:35]([C:36]([O:38]C)=[O:37])=[CH:34][CH:33]=3)=[CH:18][CH2:17]4)[CH2:14][CH2:13]2)[CH:5]=[CH:4][N:3]=1.[C:49]([OH:55])([C:51]([F:54])([F:53])[F:52])=[O:50].O[Li].O>C1COCC1>[F:1][C:2]1[CH:7]=[C:6]([CH2:8][NH:9][C@:10]23[CH2:45][CH2:44][C@@H:43]([C:46]([CH3:48])=[CH2:47])[C@@H:11]2[C@@H:12]2[C@@:25]([CH3:28])([CH2:26][CH2:27]3)[C@@:24]3([CH3:29])[C@@H:15]([C@:16]4([CH3:42])[C@@H:21]([CH2:22][CH2:23]3)[C:20]([CH3:31])([CH3:30])[C:19]([C:32]3[CH:41]=[CH:40][C:35]([C:36]([OH:38])=[O:37])=[CH:34][CH:33]=3)=[CH:18][CH2:17]4)[CH2:14][CH2:13]2)[CH:5]=[CH:4][N:3]=1.[C:49]([OH:55])([C:51]([F:54])([F:53])[F:52])=[O:50] |f:2.3|. Procedure details: To a solution of methyl 4-((1R,3aS,5aR,5bR,7aR,11aS,11bR,13aR,13bR)-3a-((2-fluoropyridin-4-yl)methylamino)-5a,5b,8,8,11a-pentamethyl-1-(prop-1-en-2-yl)-2,3,3a,4,5,5a,5b,6,7,7a,8,11,11a,11b,12,13,13a,13b-octadecahydro-1H-cyclopenta[a]chrysen-9-yl)benzoate, TFA (77.7 mg, 0.101 mmol) in THF (3 mL) was added a 0.753 molar aqueous solution of LiOH.H2O (0.539 mL, 0.405 mmol). The reaction mixture was heated to 75° C. After 4 h, the reaction mixture was concentrated. The crude residue was dissolved in ... Reactants: C(C)(C)(C)C1(CC1)C(=O)O (tert-butyl cyclopropanecarboxylic acid), BrCC1=C(C(=CC=C1)[N+](=O)[O-])C (1-(bromomethyl)-2-methyl-3-nitrobenzene), [Cl-].[NH4+] (Ammonium chloride), C(C)(C)NC(C)C (diisopropylamine), C(CCC)[Li] (n-butyllithium). Solvent: C1CCOC1 (THF), C1CCOC1 (THF), C1CCOC1 (THF). Conditions: temperature -40 celsius, time 30 minute. Yields the product CC1=C(CC2(CC2)C(=O)OC(C)(C)C)C=CC=C1[N+](=O)[O-] (tert-Butyl 1-(2-methyl-3-nitrobenzyl)cyclopropane carboxylate). Reaction SMILES: C(N[CH:5]([CH3:7])[CH3:6])(C)C.[CH2:8]([Li])CCC.[C:13]([C:17]1([C:20]([OH:22])=[O:21])[CH2:19][CH2:18]1)([CH3:16])(C)C.BrCC1[CH:30]=[CH:29][CH:28]=[C:27]([N+:31]([O-:33])=[O:32])[C:26]=1[CH3:34].[Cl-].[NH4+]>C1COCC1>[CH3:34][C:26]1[C:27]([N+:31]([O-:33])=[O:32])=[CH:28][CH:29]=[CH:30][C:16]=1[CH2:13][C:17]1([C:20]([O:22][C:5]([CH3:7])([CH3:8])[CH3:6])=[O:21])[CH2:18][CH2:19]1 |f:4.5|. Reported procedure: Under argon, 1.28 ml (9.15 mmol) of diisopropylamine were initially charged in 6 ml of dry THF, and the mixture was cooled to −40° C. 4.26 ml (9.15 mmol) of n-butyllithium solution (2.5 M in hexane) were slowly added dropwise, and the mixture was stirred for 30 min. The reaction solution was then cooled to −78° C., and a solution of 1.30 g (9.15 mmol) of tert-butyl cyclopropanecarboxylic acid in 2 ml of THF was added. After 4 h of stirring at −78° C., a solution of 2.00 g (8.69 mmol) of 1-(bromo... Starting materials: CCCCOC1CN(c2nc(C)c(C(=O)OCC)s2)CCC1NC(=O)c1nc(Cl)c(CC)[nH]1, C1CCOC1, CO, [Li+], [OH-]. Yields the product CCCCOC1CN(c2nc(C)c(C(=O)O)s2)CCC1NC(=O)c1nc(Cl)c(CC)[nH]1. As a reaction SMILES: [CH2:1]([CH2:2][CH2:3][CH3:4])[O:5][CH:6]1[CH2:7][N:8]([c:23]2[s:24][c:25]([C:29](=[O:30])[O:31][CH2:32][CH3:33])[c:26]([CH3:28])[n:27]2)[CH2:9][CH2:10][CH:11]1[NH:12][C:13](=[O:14])[c:15]1[nH:16][c:17]([CH2:21][CH3:22])[c:18]([Cl:20])[n:19]1.[CH2:38]1[O:39][CH2:40][CH2:41][CH2:42]1.[CH3:36][OH:37].[Li+:34].[OH-:35]>>[CH2:1]([CH2:2][CH2:3][CH3:4])[O:5][CH:6]1[CH2:7][N:8]([c:23]2[s:24][c:25]([C:29](=[O:30])[OH:31])[c:26]([CH3:28])[n:27]2)[CH2:9][CH2:10][CH:11]1[NH:12][C:13](=[O:14])[c:15]1[nH:16][c:17]([CH2:21][CH3:22])[c:18]([Cl:20])[n:19]1. Reactants: C1CCC2=CC=3CC=CC3C=C12 (1,2,3,5-Tetrahydro-s-indacene), [Li] (lithium), Cl[Si](C)(C)NC(C)(C)C (ClSi(CH3)2-NH-tBu). Solvent: C1CCOC1 (THF), C1CCOC1 (THF). Conditions: time 8 hour. The product is CC(C)(C)N[Si](C1C=CC2=CC=3CCCC3C=C12)(C)C (N-(1,1-Dimethylethyl)-1,1-dimethyl-1-(1,5,6,7-tetrahydro-s-indacen-1-yl)silanamine). Isolated yield 88.8%. RXN SMILES: [CH2:1]1[C:12]2[C:4](=[CH:5][C:6]3[CH2:7][CH:8]=[CH:9][C:10]=3[CH:11]=2)[CH2:3][CH2:2]1.[Li].Cl[Si:15]([NH:18][C:19]([CH3:22])([CH3:21])[CH3:20])([CH3:17])[CH3:16]>C1COCC1>[CH3:20][C:19]([NH:18][Si:15]([CH3:17])([CH3:16])[CH:7]1[C:6]2[C:10](=[CH:11][C:12]3[CH2:1][CH2:2][CH2:3][C:4]=3[CH:5]=2)[CH:9]=[CH:8]1)([CH3:22])[CH3:21] |^1:12|. Reported procedure: 1,2,3,5-Tetrahydro-s-indacene, lithium salt (1.790 g, 11.04 mmol) in THF (25 mL) was added drop wise to a solution of ClSi(CH3)2-NH-tBu (2.157 g, 16.56 mol) in THF (50 mL). This mixture was then allowed to stir at room temperature overnight. After the reaction period the volatile materials were removed and the residue extracted and filtered using hexane. The removal of the hexane resulted in the isolation of the desired product as a yellow oil (2.799 g, 88.8% yield).